From a dataset of the Open Reaction Database (ORD), a public repository of structured organic reaction records. describe an organic reaction: reactants, conditions, products, and yield The reactants are O=C(Cl)CC12CC3CC(CC(C3)C1)C2, Nc1ccc(O)cc1Cl. Product: O=C(CC12CC3CC(CC(C3)C1)C2)Nc1ccc(O)cc1Cl. RXN SMILES: [C:1]12([CH2:11][C:12](=[O:13])[Cl:14])[CH2:2][CH:3]3[CH2:4][CH:5]([CH2:6][CH:7]([CH2:8]1)[CH2:9]3)[CH2:10]2.[Cl:15][c:16]1[c:17]([NH2:18])[cH:19][cH:20][c:21]([OH:23])[cH:22]1>>[C:1]12([CH2:11][C:12](=[O:13])[NH:18][c:17]3[c:16]([Cl:15])[cH:22][c:21]([OH:23])[cH:20][cH:19]3)[CH2:2][CH:3]3[CH2:4][CH:5]([CH2:6][CH:7]([CH2:8]1)[CH2:9]3)[CH2:10]2. The reactants are ClC1=CC=C(C=N1)C(C(=O)NC=1SC=CN1)CC1CCCC1 (2-(6-Chloropyridin-3-yl)-3-cyclopentyl-N-thiazol-2-ylpropionamide), S1C=C(C=C1)B(O)O (thiophene-3-boronic acid). The product is C1(CCCC1)CC(C(=O)NC=1SC=CN1)C=1C=NC(=CC1)C1=CSC=C1 (3-Cyclopentyl-N-thiazol-2-yl-2-(6-thiophen-3-ylpyridin-3-yl)propionamide). Reaction SMILES: Cl[C:2]1[N:7]=[CH:6][C:5]([CH:8]([CH2:17][CH:18]2[CH2:22][CH2:21][CH2:20][CH2:19]2)[C:9]([NH:11][C:12]2[S:13][CH:14]=[CH:15][N:16]=2)=[O:10])=[CH:4][CH:3]=1.[S:23]1[CH:27]=[CH:26][C:25](B(O)O)=[CH:24]1>>[CH:18]1([CH2:17][CH:8]([C:5]2[CH:6]=[N:7][C:2]([C:25]3[CH:26]=[CH:27][S:23][CH:24]=3)=[CH:3][CH:4]=2)[C:9]([NH:11][C:12]2[S:13][CH:14]=[CH:15][N:16]=2)=[O:10])[CH2:22][CH2:21][CH2:20][CH2:19]1. Reported procedure: Cross-coupling of 2-(6-chloropyridin-3-yl)-3-cyclopentyl-N-thiazol-2-ylpropionamide (EXAMPLE 1, 100 mg, 297 μmol) with thiophene-3-boronic acid (100 mg, 781 μmol), utilising a procedure similar to that described above for EXAMPLE 2, furnished the title compound: RTA=3.83 min; m/z (ES+)=384.2 [M+H]+.